Dataset: the Open Reaction Database (ORD), a public repository of structured organic reaction records. Task: describe an organic reaction: reactants, conditions, products, and yield The reactants are NC=1C=C(C(=CC1)NCCC)C=1OC2=C(N1)C=C(C=C2)C2=CC=C(C=C2)F (2-(3-amino-6-propylaminophenyl)-5-(4-fluorophenyl)benzoxazole), C1=CC2=C(C=C1C(=O)O)C(=O)OC2=O (1,2,4-benzenetricarboxylic anhydride). Yields the product C(CC)NC1=CC=C(C=C1C=1OC2=C(N1)C=C(C=C2)C2=CC=C(C=C2)F)N2C(C1=CC=C(C=C1C2=O)C(=O)O)=O (2-[4-Propylamino-5-[5-(4-fluorophenyl)benzoxazol-2-yl]phenyl]-1,3-dioxo-2,3-dihydro-1H-isoindole-5-carboxylic acid). Reaction SMILES: [NH2:1][C:2]1[CH:3]=[C:4]([C:12]2[O:13][C:14]3[CH:20]=[CH:19][C:18]([C:21]4[CH:26]=[CH:25][C:24]([F:27])=[CH:23][CH:22]=4)=[CH:17][C:15]=3[N:16]=2)[C:5]([NH:8][CH2:9][CH2:10][CH3:11])=[CH:6][CH:7]=1.[CH:28]1[C:33]([C:34]([OH:36])=[O:35])=[CH:32][C:31]2[C:37]([O:39][C:40](=O)[C:30]=2[CH:29]=1)=[O:38]>>[CH2:9]([NH:8][C:5]1[C:4]([C:12]2[O:13][C:14]3[CH:20]=[CH:19][C:18]([C:21]4[CH:26]=[CH:25][C:24]([F:27])=[CH:23][CH:22]=4)=[CH:17][C:15]=3[N:16]=2)=[CH:3][C:2]([N:1]2[C:37](=[O:38])[C:31]3[C:30](=[CH:29][CH:28]=[C:33]([C:34]([OH:36])=[O:35])[CH:32]=3)[C:40]2=[O:39])=[CH:7][CH:6]=1)[CH2:10][CH3:11]. Procedure: Prepared by the method of Example 15f), from 2-(3-amino-6-propylaminophenyl)-5-(4-fluorophenyl)benzoxazole (108 mg, 0.30 mmol) and 1,2,4-benzenetricarboxylic anhydride (57 mg, 0.30 mmol) the title compound was obtained. (74 mg, 46%). 1H NMR (DMSO) δ 13.63(s, 1H), 8.49(t, 1H), 8.42(dd, 1H), 8.31(s, 1H), 8.12(d, 1H), 8.08(m, 2H), 7.81(m, 3H), 7.68(dd, 1H), 7.47(dd, 1H), 7.32(t, 2H), 7.03(d, 1H), 3.34(m, 2H), 1.76(m, 2H), 1.07(t, 3H). MS 536.2 m/z (M+H)+. Reactants: CCN(CC)S(F)(F)F, CC1CC(O)c2ncnc(N3CC4(CCN(C(=O)OC(C)(C)C)CC4)c4cc(Cl)ccc43)c21, ClCCl. Product: CC1CC(F)c2ncnc(N3CC4(CCN(C(=O)OC(C)(C)C)CC4)c4cc(Cl)ccc43)c21. As a reaction SMILES: [CH2:34]([N:35]([S:36]([F:37])([F:38])[F:40])[CH2:39][CH3:41])[CH3:42].[Cl:1][c:2]1[cH:3][c:4]2[c:8]([cH:9][cH:10]1)[N:7]([c:11]1[c:12]3[c:13]([n:14][cH:15][n:16]1)[CH:17]([OH:21])[CH2:18][CH:19]3[CH3:20])[CH2:6][C:5]21[CH2:22][CH2:23][N:24]([C:27](=[O:28])[O:29][C:30]([CH3:31])([CH3:32])[CH3:33])[CH2:25][CH2:26]1.[Cl:43][CH2:44][Cl:45]>>[Cl:1][c:2]1[cH:3][c:4]2[c:8]([cH:9][cH:10]1)[N:7]([c:11]1[c:12]3[c:13]([n:14][cH:15][n:16]1)[CH:17]([F:40])[CH2:18][CH:19]3[CH3:20])[CH2:6][C:5]21[CH2:22][CH2:23][N:24]([C:27](=[O:28])[O:29][C:30]([CH3:31])([CH3:32])[CH3:33])[CH2:25][CH2:26]1. Reactants: ClC1=NC(=NC(=C1)CC)N (4-chloro-6-ethyl-pyrimidin-2-ylamine), C1CC(=O)N(C1=O)I (NIS). The product is ClC1=NC(=NC(=C1I)CC)N (4-Chloro-6-ethyl-5-iodo-pyrimidin-2-ylamine). Reaction SMILES: [Cl:1][C:2]1[CH:7]=[C:6]([CH2:8][CH3:9])[N:5]=[C:4]([NH2:10])[N:3]=1.C1C(=O)N([I:18])C(=O)C1>>[Cl:1][C:2]1[C:7]([I:18])=[C:6]([CH2:8][CH3:9])[N:5]=[C:4]([NH2:10])[N:3]=1. Procedure details: The title compound is synthesized according to general procedure GP1 starting from 2.5 g (16 mmol) 4-chloro-6-ethyl-pyrimidin-2-ylamine and 3.7 g (16 mmol) NIS. Yield after precipitation from the reaction mixture: 3.83 g (85%). Starting materials: OO (hydrogen peroxide), ClCCNCCCl (Bis(2-chloroethyl)amine), S(=O)(=O)([O-])[O-].[Mg+2] (magnesium sulfate), C(C(=O)O)(=O)O (oxalic acid). Reagents/catalysts: C[Re](=O)(=O)=O (methyltrioxorhenium). The solvent is C(C)(=O)OCC (ethyl acetate), CC(=O)C (acetone). Product: C(C(=O)O)(=O)O (oxalic acid), ClCCN(O)CCCl (N,N-bis(2-chloroethyl)hydroxylamine). The yield is 108.0%. As a reaction SMILES: [Cl:1][CH2:2][CH2:3][NH:4][CH2:5][CH2:6][Cl:7].S([O-])([O-])(=O)=[O:9].[Mg+2].OO.[C:16]([OH:21])(=[O:20])[C:17]([OH:19])=[O:18]>CC(C)=O.C[Re](=O)(=O)=O.C(OCC)(=O)C>[C:16]([OH:21])(=[O:20])[C:17]([OH:19])=[O:18].[Cl:1][CH2:2][CH2:3][N:4]([CH2:5][CH2:6][Cl:7])[OH:9] |f:1.2|. Procedure: Bis(2-chloroethyl)amine (3.0 g, 0.0211 mole) was added with ethyl acetate (15 ml) and anhydrous magnesium sulfate (3 g), and the mixture was stirred under ice cooling. A solution of methyltrioxorhenium (0.0104 g, 0.0417 mmole) dissolved in 35% aqueous hydrogen peroxide (2.5 g, 0.025 mole) was added dropwise to the mixture over 1 hour so as to keep internal temperature at from 5° C. to 10° C. After the reaction mixture was stirred at room temperature for 1 hour, the magnesium sulfate was removed ... Reactants: CC1=C(C(=NC2=C(C=CC(=C12)F)C#CCO)C)CCCC (Dimethylhydroxymethyl-5-fluoro-3-butyl-8-quinolylacetylene), [OH-].[Na+] (NaOH), C1(=CC=CC=C1)C (toluene). Solvent: C(C)OCC (Diethyl ether). Reaction conditions: temperature 120 celsius. The product is FC1=C2C=C(C=NC2=C(C=C1)C#C)CCCC (5-fluoro-3-butyl-8-quinolylethyne). Yield: 71.6%. As a reaction SMILES: C[C:2]1[C:11]2[C:6](=[C:7]([C:13]#[C:14]CO)[CH:8]=[CH:9][C:10]=2[F:12])[N:5]=[C:4](C)[C:3]=1[CH2:18][CH2:19][CH2:20][CH3:21].[OH-].[Na+].C1(C)C=CC=CC=1>C(OCC)C>[F:12][C:10]1[CH:9]=[CH:8][C:7]([C:13]#[CH:14])=[C:6]2[C:11]=1[CH:2]=[C:3]([CH2:18][CH2:19][CH2:20][CH3:21])[CH:4]=[N:5]2 |f:1.2|. Procedure: Dimethylhydroxymethyl-5-fluoro-3-butyl-8-quinolylacetylene (788 mg, 2.76 mmol) and NaOH (121 mg, KISHIDA CHEMICAL CO., Ltd., 0.7 mm granular, 98% article, 3.03 mmol) were placed in a 30 mL two-neck flask equipped with a reflux condenser and the air inside the flask was replaced with Ar. 18.0 mL of toluene was added thereto and the mixture was refluxed at 120° C. for 30 minutes. Diethyl ether was added to the reaction mixture, and then the mixture was washed with a saturated aqueous ammonium chlo... Starting materials: CCN(C(C)C)C(C)C, Cc1nnc(C2CCCN2)n1Cc1ccc(Cl)cc1, O=C=Nc1ccc(Cl)cc1F, ClCCl, Cl, [Na+], O=C([O-])O. Product: Cc1nnc(C2CCCN2C(=O)Nc2ccc(Cl)cc2F)n1Cc1ccc(Cl)cc1. Reaction SMILES: [CH:32]([N:33]([CH2:34][CH3:35])[CH:36]([CH3:37])[CH3:38])([CH3:39])[CH3:40].[Cl:12][c:13]1[cH:14][cH:15][c:16]([CH2:17][n:18]2[c:19]([CH3:28])[n:20][n:21][c:22]2[CH:23]2[NH:24][CH2:25][CH2:26][CH2:27]2)[cH:29][cH:30]1.[Cl:1][c:2]1[cH:3][c:4]([F:11])[c:5]([N:8]=[C:9]=[O:10])[cH:6][cH:7]1.[Cl:46][CH2:47][Cl:48].[ClH:31].[Na+:45].[O-:41][C:42]([OH:43])=[O:44]>>[Cl:1][c:2]1[cH:3][c:4]([F:11])[c:5]([NH:8][C:9](=[O:10])[N:24]2[CH:23]([c:22]3[n:18]([CH2:17][c:16]4[cH:15][cH:14][c:13]([Cl:12])[cH:30][cH:29]4)[c:19]([CH3:28])[n:20][n:21]3)[CH2:27][CH2:26][CH2:25]2)[cH:6][cH:7]1. Reactants: COc1ccccc1CN, CCO, Cl, NS(=O)(=O)c1cc(C(=O)O)c(Oc2ccccc2)cc1Oc1ccccc1. The product is COc1ccccc1CNc1cc(Oc2ccccc2)c(S(N)(=O)=O)cc1C(=O)O. RXN SMILES: [CH3:28][O:29][c:30]1[c:31]([CH2:32][NH2:33])[cH:34][cH:35][cH:36][cH:37]1.[CH3:39][CH2:40][OH:41].[ClH:38].[O:1]([c:2]1[cH:3][cH:4][cH:5][cH:6][cH:7]1)[c:8]1[c:9]([C:10](=[O:11])[OH:12])[cH:13][c:14]([S:24]([NH2:25])(=[O:26])=[O:27])[c:15]([O:17][c:18]2[cH:19][cH:20][cH:21][cH:22][cH:23]2)[cH:16]1>>[c:8]1([NH:33][CH2:32][c:31]2[c:30]([O:29][CH3:28])[cH:37][cH:36][cH:35][cH:34]2)[c:9]([C:10](=[O:11])[OH:12])[cH:13][c:14]([S:24]([NH2:25])(=[O:26])=[O:27])[c:15]([O:17][c:18]2[cH:19][cH:20][cH:21][cH:22][cH:23]2)[cH:16]1. As a reaction SMILES: [C:24]([CH2:25][CH2:26][CH2:27][CH2:28][CH2:29][CH2:30][CH2:31][CH2:32][CH3:33])(=[O:34])[O:35][CH2:36][CH3:37].[CH2:14]([O:15][SiH:16]([O:17][CH2:18][CH3:19])[O:20][CH2:21][CH3:22])[CH3:23].[CH2:40]1[O:41][CH2:42][CH2:43][CH2:44]1.[CH3:10][CH:11]([CH3:12])[O-:13].[CH3:1][CH:2]([CH3:3])[O-:4].[CH3:6][CH:7]([CH3:8])[O-:9].[Dy+3:5].[Na+:39].[OH-:38]>>[CH2:24]([CH2:25][CH2:26][CH2:27][CH2:28][CH2:29][CH2:30][CH2:31][CH2:32][CH3:33])[OH:34]. The reactants are CCCCCCCCCC(=O)OCC, CCO[SiH](OCC)OCC, C1CCOC1, CC(C)[O-], CC(C)[O-], CC(C)[O-], [Dy+3], [Na+], [OH-]. Product: CCCCCCCCCCO.